From a dataset of the Open Reaction Database (ORD), a public repository of structured organic reaction records. describe an organic reaction: reactants, conditions, products, and yield The reactants are [N+](=O)([O-])C=1C=C(C(=O)N)C=CC1 (3-nitrobenzamide), [H-].[H-].[H-].[H-].[Li+].[Al+3] (LAH). The product is [N+](=O)([O-])C=1C=C(C=CC1)CN ((3-nitrophenyl)methanamine). RXN SMILES: [N+:1]([C:4]1[CH:5]=[C:6]([CH:10]=[CH:11][CH:12]=1)[C:7]([NH2:9])=O)([O-:3])=[O:2].[H-].[H-].[H-].[H-].[Li+].[Al+3]>>[N+:1]([C:4]1[CH:5]=[C:6]([CH2:7][NH2:9])[CH:10]=[CH:11][CH:12]=1)([O-:3])=[O:2] |f:1.2.3.4.5.6|. Reported procedure: Commercially available 3-nitrobenzamide is reduced with LAH under standard conditions to afford (3-nitrophenyl)methanamine, which is reacted with 4-methoxybenzylisocyanate to afford 1-(3-nitrobenzyl)-3-(4-methoxybenzyl)urea. This material is subsequently reacted with oxalyl chloride to afford 1-(3-nitrobenzyl)-3-(4-methoxybenzyl)imidazolidine-2,4,5-trione whose nitro group is reduced and oxidized to afford 1-(3-hydrazinylbenzyl)-3-(4-methoxybenzyl)imidazolidine-2,4,5-trione. This material is dep... Starting materials: C(#N)N=C(OC)C1=NC=CC=C1 (Methyl N-cyano-2-pyridinecarboximidate), S1C(=CC=C1)CN (2-thiophenemethylamine). The solvent is CO (methanol). Conditions: time 40 minute. Yields the product C(#N)NC(=NCC=1SC=CC1)C1=NC=CC=C1 (N-cyano-N'-(2-thienylmethyl)-2-pyridinecarboximidamide). The yield is 54.8%. Reaction SMILES: [C:1]([N:3]=[C:4]([C:7]1[CH:12]=[CH:11][CH:10]=[CH:9][N:8]=1)OC)#[N:2].[S:13]1[CH:17]=[CH:16][CH:15]=[C:14]1[CH2:18][NH2:19]>CO>[C:1]([NH:3][C:4]([C:7]1[CH:12]=[CH:11][CH:10]=[CH:9][N:8]=1)=[N:19][CH2:18][C:14]1[S:13][CH:17]=[CH:16][CH:15]=1)#[N:2]. Procedure details: Methyl N-cyano-2-pyridinecarboximidate (0.50 g, 3.1 mmol) was dissolved in methanol (10 ml), 2-thiophenemethylamine (0.38 g, 3.4 mmol) was added, and the resulting mixture was stirred at room temperature for 40 minutes. After the reaction was completed, the reaction solution was . concentrated under reduced pressure, and the residue thus obtained was crystallized from dichloromethane diethyl ether to give the title compound (0.40 g, 1.7 mmol, yield: 54%) as colorless needles.